Dataset: the Open Reaction Database (ORD), a public repository of structured organic reaction records. Task: describe an organic reaction: reactants, conditions, products, and yield Procedure: A suspension of 7.2 g of 5-(2-chlorophenyl)-7-[2-(4-phenylphenyl)ethyl]-1,3-dihydro-2H-thieno[2,3-e]-1,4-diazepin-2-one, melting at 187°-189° C. and 3.9 g of Lawesson reagent in 100 ml of toluene is stirred at 58°-60° C. for an hour. The resultant solution is concentrated under reduced pressure, and the residue is subjected to chromatography on silica gel and then eluted with chloroform-methanol (100:1 to 100:2). The objective fraction is concentrated under reduced pressure to give 6 g of 5-(2-c... Product: ClC1=C(C=CC=C1)C=1C2=C(NC(CN1)=S)SC(=C2)CCC2=CC=C(C=C2)C2=CC=CC=C2 (5-(2-chlorophenyl)-7-[2-(4-phenylphenyl)ethyl]-1,3-dihydro-2H-thieno[2,3-e]-1,4-diazepine-2-thione). Reactants: ClC1=C(C=CC=C1)C=1C2=C(NC(CN1)=O)SC(=C2)CCC2=CC=C(C=C2)C2=CC=CC=C2 (5-(2-chlorophenyl)-7-[2-(4-phenylphenyl)ethyl]-1,3-dihydro-2H-thieno[2,3-e]-1,4-diazepin-2-one), COC=1C=CC(=CC1)P2(=S)SP(=S)(S2)C=3C=CC(=CC3)OC (Lawesson reagent). RXN SMILES: [Cl:1][C:2]1[CH:7]=[CH:6][CH:5]=[CH:4][C:3]=1[C:8]1[C:9]2[CH:18]=[C:17]([CH2:19][CH2:20][C:21]3[CH:26]=[CH:25][C:24]([C:27]4[CH:32]=[CH:31][CH:30]=[CH:29][CH:28]=4)=[CH:23][CH:22]=3)[S:16][C:10]=2[NH:11][C:12](=O)[CH2:13][N:14]=1.COC1C=CC(P2(SP(C3C=CC(OC)=CC=3)(=S)S2)=[S:42])=CC=1>C1(C)C=CC=CC=1>[Cl:1][C:2]1[CH:7]=[CH:6][CH:5]=[CH:4][C:3]=1[C:8]1[C:9]2[CH:18]=[C:17]([CH2:19][CH2:20][C:21]3[CH:26]=[CH:25][C:24]([C:27]4[CH:32]=[CH:31][CH:30]=[CH:29][CH:28]=4)=[CH:23][CH:22]=3)[S:16][C:10]=2[NH:11][C:12](=[S:42])[CH2:13][N:14]=1. The yield is 131.5%. Solvent: C1(=CC=CC=C1)C (toluene). Reactants: 50, C1(=CC=C(C=C1)CC#N)C1=CC=CC=C1 (α-(4-biphenylyl)acetonitrile), ClCCN(C(C)C)C(C)C (2-chloro-N,N-diisopropylethylamine), [OH-].[Na+] (sodium hydroxide). The reagents and catalysts are [Br-].C(C1=CC=CC=C1)[N+](C)(C)C (benzyltrimethylammonium bromide). The solvent is C(Cl)Cl (methylene chloride), O (water), C(Cl)Cl (methylene chloride). Product: C1(=CC=C(C=C1)C(C#N)CCN(C(C)C)C(C)C)C1=CC=CC=C1 (α-(4-biphenylyl)-α-[2-(diisopropylamino)ethyl]acetonitrile). Reaction SMILES: [C:1]1([C:10]2[CH:15]=[CH:14][CH:13]=[CH:12][CH:11]=2)[CH:6]=[CH:5][C:4]([CH2:7][C:8]#[N:9])=[CH:3][CH:2]=1.Cl[CH2:17][CH2:18][N:19]([CH:23]([CH3:25])[CH3:24])[CH:20]([CH3:22])[CH3:21].[OH-].[Na+]>[Br-].C([N+](C)(C)C)C1C=CC=CC=1.C(Cl)Cl.O>[C:1]1([C:10]2[CH:11]=[CH:12][CH:13]=[CH:14][CH:15]=2)[CH:2]=[CH:3][C:4]([CH:7]([CH2:17][CH2:18][N:19]([CH:23]([CH3:25])[CH3:24])[CH:20]([CH3:22])[CH3:21])[C:8]#[N:9])=[CH:5][CH:6]=1 |f:2.3,4.5|. Reported procedure: The mixture of 50 parts of α-(4-biphenylyl)acetonitrile, 45.8 parts of 2-chloro-N,N-diisopropylethylamine, 80 parts by volume of 50% sodium hydroxide, 250 parts by volume of methylene chloride and 1 part of benzyltrimethylammonium bromide is stirred at room temperature with slight cooling in an icy water bath for about 24 hours. The mixture is then poured into water and to this mixture additional quantity of methylene chloride is added. The organic layer is separated, washed with water, dried ov... The reactants are S(O)(O)(=O)=O (sulfuric acid), C([O-])([O-])=O.[Na+].[Na+] (sodium carbonate), COC(=O)[C@H]1CN(C[C@H]1C1=CC=C(C=C1)Cl)CC1=CC=CC=C1 ((3R,4R)-1-benzyl-4-(4-chloro-phenyl)-pyrrolidine-3-carboxylic acid methyl ester), C[O-].[Na+] (sodium methylate), C[O-].[Na+] (sodium methylate). Run in C(C)(C)(C)OC (tert-butylmethylether), CO (methanol). Conditions: time 116 hour. Product: COC(=O)[C@@H]1CN(C[C@H]1C1=CC=C(C=C1)Cl)CC1=CC=CC=C1 ((3S,4R)-1-Benzyl-4-(4-chloro-phenyl)-pyrrolidine-3-carboxylic acid methyl ester). Yield: 86.4%. Reaction SMILES: [CH3:1][O:2][C:3]([C@@H:5]1[C@H:9]([C:10]2[CH:15]=[CH:14][C:13]([Cl:16])=[CH:12][CH:11]=2)[CH2:8][N:7]([CH2:17][C:18]2[CH:23]=[CH:22][CH:21]=[CH:20][CH:19]=2)[CH2:6]1)=[O:4].C[O-].[Na+].S(=O)(=O)(O)O.C(=O)([O-])[O-].[Na+].[Na+]>CO.C(OC)(C)(C)C>[CH3:1][O:2][C:3]([C@H:5]1[C@H:9]([C:10]2[CH:15]=[CH:14][C:13]([Cl:16])=[CH:12][CH:11]=2)[CH2:8][N:7]([CH2:17][C:18]2[CH:19]=[CH:20][CH:21]=[CH:22][CH:23]=2)[CH2:6]1)=[O:4] |f:1.2,4.5.6|. Reported procedure: To a solution of (3R,4R)-1-benzyl-4-(4-chloro-phenyl)-pyrrolidine-3-carboxylic acid methyl ester (72.74 g, 220.5 mmol) in methanol (730 mL) was added sodium methylate solution (5.4 M methanol, 81.7 mL, 441.1 mmol). The reaction mixture was stirred for 116 h at ambient temperature (after 17.5 h further sodium methylate solution (5.4 M in methanol, 20.4 mL, 110.3 mmol) was added). It was set to pH=1 by addition of sulfuric acid (26.13 mL, 463.1 mmol) and stirred at 60° C. for 19 h. The resulting s... The reactants are Cl (hydrochloric acid), [Cu]C#N (Copper(I) cyanide), N(=O)OC(C)(C)C (tert-Butyl nitrite), C(C)(C)C1=C(C(=CC(=C1)N1CCOCC1)OC)N ((2-isopropyl-6-methoxy-4-morpholin-4-yl-phenyl)-amine). Run in CS(=O)C (dimethylsulfoxide), CS(=O)C (dimethylsulfoxide). Run at temperature 50 celsius, time 1 hour. Product: C(C)(C)C1=C(C#N)C(=CC(=C1)N1CCOCC1)OC (2-isopropyl-6-methoxy-4-morpholin-4-yl-benzonitrile). Yield: 16.7%. Reaction SMILES: [Cu][C:2]#[N:3].N(OC(C)(C)C)=O.[CH:11]([C:14]1[CH:19]=[C:18]([N:20]2[CH2:25][CH2:24][O:23][CH2:22][CH2:21]2)[CH:17]=[C:16]([O:26][CH3:27])[C:15]=1N)([CH3:13])[CH3:12].Cl>CS(C)=O>[CH:11]([C:14]1[CH:19]=[C:18]([N:20]2[CH2:25][CH2:24][O:23][CH2:22][CH2:21]2)[CH:17]=[C:16]([O:26][CH3:27])[C:15]=1[C:2]#[N:3])([CH3:13])[CH3:12]. Procedure: Copper(I) cyanide (1.07 g, 11.9 mmol) is added to dimethylsulfoxide (15 ml) at 50° C. followed by the addition of tert-Butyl nitrite (3.8 ml, 27.6 mmol) at once. A solution of (2-isopropyl-6-methoxy-4-morpholin-4-yl-phenyl)-amine (2.3 g, 9.2 mmol) in dimethylsulfoxide (15 ml) is added drop wise via an addition funnel to the above mixture. After completion of the addition, the reaction mixture is allowed to stir for 1 h at 50° C. After being cooled to 45° C., the reaction mixture is slowly treate...